Task: describe an organic reaction: reactants, conditions, products, and yield. Dataset: the Open Reaction Database (ORD), a public repository of structured organic reaction records The reactants are C(C)(C)(C)OC(NC1=C(C=C(C(=C1)N(CCC)C)C(F)(F)F)NC(CC(C1=CC(=CC=C1)N1N=NC=C1COC1OCCCC1)=O)=O)=O ((RS)-[5-(methyl-propyl-amino)-2-(3-oxo-3-{3-[5-(tetrahydro-pyran-2-yloxymethyl)-[1,2,3]triazol-1-yl]-phenyl}-propionyl-amino)-4-trifluoromethyl-phenyl]-carbamic acid tert-butyl ester), C(=O)(C(F)(F)F)O (TFA). Run in C(Cl)Cl (CH2Cl2). The product is OCC1=CN=NN1C=1C=C(C=CC1)C1=NC2=C(NC(C1)=O)C=C(C(=C2)N(CCC)C)C(F)(F)F (4-[3-(5-Hydroxymethyl-[1,2,3]triazol-1-yl)-phenyl]-7-(methyl-propyl-amino)-8-trifluoromethyl-1,3-dihydro-benzo[b][1,4]diazepin-2-one), solid. Isolated yield 30.0%. RXN SMILES: C(OC(=O)[NH:7][C:8]1[CH:13]=[C:12]([N:14]([CH3:18])[CH2:15][CH2:16][CH3:17])C(C(F)(F)F)=[CH:10][C:9]=1[NH:23][C:24](=[O:47])[CH2:25][C:26](=O)[C:27]1[CH:32]=[CH:31][CH:30]=[C:29]([N:33]2[C:37]([CH2:38][O:39]C3CCCCO3)=[CH:36][N:35]=[N:34]2)[CH:28]=1)(C)(C)C.[C:49](O)([C:51]([F:54])([F:53])[F:52])=O>C(Cl)Cl>[OH:39][CH2:38][C:37]1[N:33]([C:29]2[CH:28]=[C:27]([C:26]3[CH2:25][C:24](=[O:47])[NH:23][C:9]4[CH:10]=[C:49]([C:51]([F:54])([F:53])[F:52])[C:12]([N:14]([CH3:18])[CH2:15][CH2:16][CH3:17])=[CH:13][C:8]=4[N:7]=3)[CH:32]=[CH:31][CH:30]=2)[N:34]=[N:35][CH:36]=1. Procedure details: The title compound was prepared from (RS)-[5-(methyl-propyl-amino)-2-(3-oxo-3-{3-[5-(tetrahydro-pyran-2-yloxymethyl)-[1,2,3]triazol-1-yl]-phenyl}-propionyl-amino)-4-trifluoromethyl-phenyl]-carbamic acid tert-butyl ester (Example M102) (0.15 g, 0.22 mmol) by treatment with TFA in CH2Cl2 according to the general procedure N. Obtained as an off-white solid (31 mg, 30%). The reactants are COC(=O)c1cc(OC)cc(Oc2cccc(Cl)c2)n1, CO, NN, O. Product: COc1cc(Oc2cccc(Cl)c2)nc(C(=O)NN)c1. Reaction SMILES: [CH3:1][O:2][C:3]([c:4]1[cH:5][c:6]([O:18][CH3:19])[cH:7][c:8]([O:10][c:11]2[cH:12][c:13]([Cl:17])[cH:14][cH:15][cH:16]2)[n:9]1)=[O:20].[CH3:24][OH:25].[NH2:22][NH2:23].[OH2:21]>>[O:2]=[C:3]([c:4]1[cH:5][c:6]([O:18][CH3:19])[cH:7][c:8]([O:10][c:11]2[cH:12][c:13]([Cl:17])[cH:14][cH:15][cH:16]2)[n:9]1)[NH:22][NH2:23]. Reactants: COc1cc(CO)cc(OC)c1-c1ccc(CC(NC(=O)c2c(Cl)cccc2Cl)C(=O)OC(C)(C)C)cc1, C1CCOC1, CCOC(=O)N=NC(=O)OCC, O=C1CCC(=O)N1, c1ccc(P(c2ccccc2)c2ccccc2)cc1. Product: COc1cc(CN2C(=O)CCC2=O)cc(OC)c1-c1ccc(CC(NC(=O)c2c(Cl)cccc2Cl)C(=O)OC(C)(C)C)cc1. RXN SMILES: [C:13]([CH3:14])([CH3:15])([CH3:16])[O:17][C:18]([CH:19]([NH:20][C:21]([c:22]1[c:23]([Cl:29])[cH:24][cH:25][cH:26][c:27]1[Cl:28])=[O:30])[CH2:31][c:32]1[cH:33][cH:34][c:35](-[c:38]2[c:39]([O:48][CH3:49])[cH:40][c:41]([CH2:46][OH:47])[cH:42][c:43]2[O:44][CH3:45])[cH:36][cH:37]1)=[O:50].[CH2:77]1[O:78][CH2:79][CH2:80][CH2:81]1.[O:1]=[C:2]([O:3][CH2:4][CH3:5])[N:6]=[N:7][C:8]([O:9][CH2:10][CH3:11])=[O:12].[O:70]=[C:71]1[CH2:72][CH2:73][C:74](=[O:75])[NH:76]1.[c:51]1([P:52]([c:53]2[cH:54][cH:55][cH:56][cH:57][cH:58]2)[c:59]2[cH:60][cH:61][cH:62][cH:63][cH:64]2)[cH:65][cH:66][cH:67][cH:68][cH:69]1>>[C:13]([CH3:14])([CH3:15])([CH3:16])[O:17][C:18]([CH:19]([NH:20][C:21]([c:22]1[c:23]([Cl:29])[cH:24][cH:25][cH:26][c:27]1[Cl:28])=[O:30])[CH2:31][c:32]1[cH:33][cH:34][c:35](-[c:38]2[c:39]([O:48][CH3:49])[cH:40][c:41]([CH2:46][N:76]3[C:71](=[O:70])[CH2:72][CH2:73][C:74]3=[O:75])[cH:42][c:43]2[O:44][CH3:45])[cH:36][cH:37]1)=[O:50]. Reactants: Cl (hydrochloric acid), C(OCC)(=O)Cl (ethyl chlorocarbonate), [N-]=[N+]=[N-].[Na+] (sodium azide), C(=O)(O)C1(CC1)C1=C(C(=C(C(=O)OC)C(=C1F)F)F)F (methyl 4-(1-carboxycyclopropyl)-2,3,5,6-tetrafluorobenzoate), CN(C=O)C (N,N-dimethylformamide). Solvent: O1CCOCC1 (dioxane), C(C1=CC=CC=C1)O (benzyl alcohol), O (water), C(C)(=O)OCC (ethyl acetate), C(C)N(CC)CC (triethylamine). Reaction conditions: time 30 minute. The product is C(C1=CC=CC=C1)OC(=O)NC1(CC1)C1=C(C(=C(C(=O)OC)C(=C1F)F)F)F (methyl 4-(1-benzyloxycarbonylaminocyclopropyl)-2,3,5,6-tetrafluorobenzoate). Yield: 86.9%. RXN SMILES: C([C:4]1([C:7]2[C:16]([F:17])=[C:15]([F:18])[C:10]([C:11]([O:13][CH3:14])=[O:12])=[C:9]([F:19])[C:8]=2[F:20])[CH2:6][CH2:5]1)(O)=O.C(Cl)(=O)[O:22][CH2:23][CH3:24].[N-]=[N+]=[N-].[Na+].Cl.C[N:33](C)[CH:34]=[O:35]>O1CCOCC1.C(O)C1C=CC=CC=1.O.C(OCC)(=O)C.C(N(CC)CC)C>[CH2:23]([O:22][C:34]([NH:33][C:4]1([C:7]2[C:8]([F:20])=[C:9]([F:19])[C:10]([C:11]([O:13][CH3:14])=[O:12])=[C:15]([F:18])[C:16]=2[F:17])[CH2:5][CH2:6]1)=[O:35])[C:24]1[CH:8]=[CH:7][CH:4]=[CH:5][CH:6]=1 |f:2.3|. Procedure details: In 90 ml of N,N-dimethylformamide was dissolved 9.0 g of methyl 4-(1-carboxycyclopropyl)-2,3,5,6-tetrafluorobenzoate. To the resulting solution were added, with ice-cooling, 4.0 g of ethyl chlorocarbonate and 3.7 g of triethylamine in this order. The resulting mixture was stirred at the same temperature for 30 minutes. Then, 2.6 g of sodium azide was added thereto with ice-cooling. The resulting mixture was stirred at the same temperature for 1 hour. To the reaction mixture were added 150 ml of ...